describe an organic reaction: reactants, conditions, products, and yield From a dataset of the Open Reaction Database (ORD), a public repository of structured organic reaction records. Starting materials: [BH4-].[Na+] (Sodium borohydride), CC1(CC(C2=C(O1)C=CS2)=O)C (5,6-dihydro-5,5-dimethyl-7H-thieno [3,2-b]-pyran-7-one), C1(=CC=C(C=C1)S(=O)(=O)O)C (p-toluenesulfonic acid), resultant solution, O (water), resultant mixture. Solvent: C(C)O (ethanol). Reaction conditions: temperature 0 celsius, time 1.5 hour. Product: CC1(C=CC2=C(O1)C=CS2)C (5,5-Dimethyl-5H-thieno[ 3,2-b]pyran). As a reaction SMILES: [BH4-].[Na+].[CH3:3][C:4]1([CH3:14])[O:9][C:8]2[CH:10]=[CH:11][S:12][C:7]=2[C:6](=O)[CH2:5]1.O.C1(C)C=CC(S(O)(=O)=O)=CC=1>C(O)C>[CH3:3][C:4]1([CH3:14])[O:9][C:8]2[CH:10]=[CH:11][S:12][C:7]=2[CH:6]=[CH:5]1 |f:0.1|. Reported procedure: Sodium borohydride (3.27 g, 86.3 mmol) was added to a solution of 5,6-dihydro-5,5-dimethyl-7H-thieno [3,2-b]-pyran-7-one (12.1 g, 66.4 mmol) in ethanol (100 mL) and the resultant mixture was stirred at rt for 17 h. The mixture was poured into water (400 mL) and extracted with dichloromethane (2×100 mL). The dichloromethane solution was washed with water (5×), dried over sodium sulfate, and filtered. Molecular sieves (12 g) and p-toluenesulfonic acid (1.2 g, 6.3 mmol) was added to the resultant s... Starting materials: FC(CC[Si](OC)(OC)OC)(F)F (3,3,3-trifluoropropyl trimethoxy silane), C(C)(C)(C)[Li] (tert-butyllithium), O([Li])C (LiOCH3). Solvent: CCCCCC (hexane). Reaction conditions: temperature 0 celsius. Yields the product FC(CC[Si](OC)(OC)C(C)(C)C)(F)F (3,3,3-trifluoropropyl(tert-butyl)dimethoxy silane). Yield: 110.9%. RXN SMILES: [F:1][C:2]([F:13])([F:12])[CH2:3][CH2:4][Si:5](OC)([O:8][CH3:9])[O:6][CH3:7].[C:14]([Li])([CH3:17])([CH3:16])[CH3:15].O(C)[Li]>CCCCCC>[F:1][C:2]([F:13])([F:12])[CH2:3][CH2:4][Si:5]([C:14]([CH3:17])([CH3:16])[CH3:15])([O:8][CH3:9])[O:6][CH3:7]. Reported procedure: Under nitrogen, a 500 ml Schlenk flask was cooled to 0° C. and charged with 150 ml hexane and 3,3,3-trifluoropropyl trimethoxy silane (0.075 mol, 15 ml). A nitrogen purged addition funnel was fitted to the flask and charged with tert-butyllithium (0.075 mol, 34 ml). This was added dropwise to the cooled flask creating a cloudy, white precipitate (LiOCH3). After addition (1 hour), the addition funnel was washed with 20 ml of hexane. The ice bath was removed and the reaction mixture was allowed to... Starting materials: BrC1=CC=C(C(C=O)=C1)O (5-Bromosalicylaldehyde), CS(=O)[O-].[Na+] (sodium methanesulfinate). Reagents/catalysts: [Cu]I (copper(I) iodide). The solvent is CCOC(=O)C (EtOAc), CN1CCCC1=O (NMP). Conditions: temperature 140 celsius, time 8 hour. Product: OC1=C(C=O)C=C(C=C1)S(=O)(=O)C (2-Hydroxy-5-methanesulfonyl-benzaldehyde). RXN SMILES: Br[C:2]1[CH:9]=[C:6]([CH:7]=[O:8])[C:5]([OH:10])=[CH:4][CH:3]=1.[CH3:11][S:12]([O-:14])=[O:13].[Na+]>CN1C(=O)CCC1.CCOC(C)=O.[Cu]I>[OH:10][C:5]1[CH:4]=[CH:3][C:2]([S:12]([CH3:11])(=[O:14])=[O:13])=[CH:9][C:6]=1[CH:7]=[O:8] |f:1.2|. Reported procedure: 5-Bromosalicylaldehyde (0.402 g, 2.0 mmol), sodium methanesulfinate (0.918 g, 9.0 mmol), and copper(I) iodide (1.71 g, 9.0 mmol) were combined in NMP (16 mL) and stirred under N2 at 140° C. overnight. The mixture was diluted with 1:1 EtOAc:hexanes (150 mL) and filtered through a pad of Celite. The filtrate was washed three times with H2O, and then dried, filtered, and concentrated. The residue was purified by silica gel chromatography (0-100% EtOAc in hexanes) to give the title compound.